This data is from the Open Reaction Database (ORD), a public repository of structured organic reaction records. The task is: describe an organic reaction: reactants, conditions, products, and yield The reactants are CCCCCCCCCCCCNCCO, CCN(C(C)C)C(C)C, CC(C)O, CCI. Product: CCCCCCCCCCCCN(CC)CCO. Reaction SMILES: [CH2:1]([CH2:2][CH2:3][CH2:4][CH2:5][CH2:6][CH2:7][CH2:8][CH2:9][CH2:10][CH2:11][CH3:12])[NH:13][CH2:14][CH2:15][OH:16].[CH:20]([N:21]([CH2:22][CH3:23])[CH:24]([CH3:25])[CH3:26])([CH3:27])[CH3:28].[CH:29]([OH:30])([CH3:31])[CH3:32].[I:17][CH2:18][CH3:19]>>[CH2:1]([CH2:2][CH2:3][CH2:4][CH2:5][CH2:6][CH2:7][CH2:8][CH2:9][CH2:10][CH2:11][CH3:12])[N:13]([CH2:14][CH2:15][OH:16])[CH2:18][CH3:19]. Starting materials: CN(C=1C=CC=C2C=C(NC12)C(=O)O)S(=O)(=O)C=1SC=CC1 (7-[methyl(2-thienylsulfonyl)amino]-1H-indole-2-carboxylic acid), N1(N=NC2=C1C=CC=C2)O (1H-1,2,3-benzotriazol-1-ol), N (ammonia), C(CC(O)(C(=O)O)CC(=O)O)(=O)O (citric acid), N-[3-(dimethylamino)propyl]-N,N-ethylcarbodiimide hydrochloride. Run in CN(C=O)C (N,N-dimethylformamide), O (water). Reaction conditions: temperature 50 celsius, time 20 minute. Product: CN(C=1C=CC=C2C=C(NC12)C(=O)N)S(=O)(=O)C=1SC=CC1 (7-[methyl(2-thienylsulfonyl)amino]-1H-indole-2-carboxamide). Isolated yield 66.9%. As a reaction SMILES: [CH3:1][N:2]([S:15]([C:18]1[S:19][CH:20]=[CH:21][CH:22]=1)(=[O:17])=[O:16])[C:3]1[CH:4]=[CH:5][CH:6]=[C:7]2[C:11]=1[NH:10][C:9]([C:12]([OH:14])=O)=[CH:8]2.[N:23]1(O)C2C=CC=CC=2N=N1.N.C(O)(=O)CC(CC(O)=O)(C(O)=O)O>O.CN(C)C=O>[CH3:1][N:2]([S:15]([C:18]1[S:19][CH:20]=[CH:21][CH:22]=1)(=[O:17])=[O:16])[C:3]1[CH:4]=[CH:5][CH:6]=[C:7]2[C:11]=1[NH:10][C:9]([C:12]([NH2:23])=[O:14])=[CH:8]2. Procedure: To a mixture of 7-[methyl(2-thienylsulfonyl)amino]-1H-indole-2-carboxylic acid (17.20 g), 1H-1,2,3-benzotriazol-1-ol (8.29 g) and N,N-dimethylformamide (150 ml) was added N-[3-(dimethylamino)propyl]-N,N-ethylcarbodiimide hydrochloride (11.8 g) at room temperature, and the mixture was stirred at 50° C. for 20 min. The mixture was allowed to cool to room temperature, and 28% aqueous ammonia (3.4 ml) was added. The reaction mixture was stirred at room temperature for 2 hr, and water was added. The ... Starting materials: Brc1ccccn1, [Li]CCCC, C1CCOC1, CCOc1cc(C=O)ccc1[N+](=O)[O-], Cl, O. Product: CCOc1cc(C(O)c2ccccn2)ccc1[N+](=O)[O-]. RXN SMILES: [Br:1][c:2]1[cH:3][cH:4][cH:5][cH:6][n:7]1.[CH2:24]([Li:25])[CH2:26][CH2:27][CH3:28].[CH2:29]1[O:30][CH2:31][CH2:32][CH2:33]1.[CH2:8]([CH3:9])[O:10][c:11]1[cH:12][c:13]([CH:14]=[O:15])[cH:16][cH:17][c:18]1[N+:19](=[O:20])[O-:21].[ClH:23].[OH2:22]>>[c:2]1([CH:14]([c:13]2[cH:12][c:11]([O:10][CH2:8][CH3:9])[c:18]([N+:19](=[O:20])[O-:21])[cH:17][cH:16]2)[OH:15])[cH:3][cH:4][cH:5][cH:6][n:7]1. Reactants: ClCCCBr, CN(C)C=O, Cc1ccc(S(=O)(=O)Nc2ccc(F)cc2)cc1, [H-], [Na+]. Product: Cc1ccc(S(=O)(=O)N(CCCCl)c2ccc(F)cc2)cc1. Reaction SMILES: [Br:21][CH2:22][CH2:23][CH2:24][Cl:25].[CH3:26][N:27]([CH3:28])[CH:29]=[O:30].[F:1][c:2]1[cH:3][cH:4][c:5]([NH:8][S:9](=[O:10])(=[O:11])[c:12]2[cH:13][cH:14][c:15]([CH3:18])[cH:16][cH:17]2)[cH:6][cH:7]1.[H-:19].[Na+:20]>>[F:1][c:2]1[cH:3][cH:4][c:5]([N:8]([S:9](=[O:10])(=[O:11])[c:12]2[cH:13][cH:14][c:15]([CH3:18])[cH:16][cH:17]2)[CH2:22][CH2:23][CH2:24][Cl:25])[cH:6][cH:7]1.